This data is from the Open Reaction Database (ORD), a public repository of structured organic reaction records. The task is: describe an organic reaction: reactants, conditions, products, and yield Starting materials: B, N#Cc1ccc(C(=O)O)cc1, C1CCOC1, C1CCOC1. Yields the product N#Cc1ccc(CO)cc1. As a reaction SMILES: [BH3:17].[C:1](#[N:2])[c:3]1[cH:4][cH:5][c:6]([C:7](=[O:8])[OH:9])[cH:10][cH:11]1.[CH2:18]1[O:19][CH2:20][CH2:21][CH2:22]1.[O:12]1[CH2:13][CH2:14][CH2:15][CH2:16]1>>[C:1](#[N:2])[c:3]1[cH:4][cH:5][c:6]([CH2:7][OH:8])[cH:10][cH:11]1. The reactants are FC=1C(=NC=C(C1)C(F)(F)F)NC1(C(CCC1)NC(O[C@H]1[C@@H](CC[C@H](C1)C)C(C)C)=O)C ((1R,2S,5R)-5-methyl-2-(propan-2-yl)cyclohexyl N-(2-{[3-fluoro-5-(trifluoromethyl)pyridin-2-yl]amino}-2-methylcyclopentyl)carbamate), Br (HBr), Br (HBr). The solvent is C(C)(=O)O (acetic acid). Reaction conditions: temperature 90 celsius. The product is FC=1C(=NC=C(C1)C(F)(F)F)NC1(C(CCC1)N)C (1-N-[3-Fluoro-5-(trifluoromethyl)pyridin-2-yl]-1-methylcyclopentane-1,2-diamine). RXN SMILES: [F:1][C:2]1[C:3]([NH:12][C:13]2([CH3:32])[CH2:17][CH2:16][CH2:15][CH:14]2[NH:18]C(=O)O[C@@H]2C[C@H](C)CC[C@H]2C(C)C)=[N:4][CH:5]=[C:6]([C:8]([F:11])([F:10])[F:9])[CH:7]=1.Br>C(O)(=O)C>[F:1][C:2]1[C:3]([NH:12][C:13]2([CH3:32])[CH2:17][CH2:16][CH2:15][CH:14]2[NH2:18])=[N:4][CH:5]=[C:6]([C:8]([F:11])([F:9])[F:10])[CH:7]=1. Reported procedure: To a solution (1R,2S,5R)-5-methyl-2-(propan-2-yl)cyclohexyl N-(2-{[3-fluoro-5-(trifluoromethyl)pyridin-2-yl]amino}-2-methylcyclopentyl)carbamate (0.533 g, 1.16 mmol) in acetic acid (4 ml) was added HBr (6 M, 0.98 ml, 5.80 mmol). The reaction was sealed and heated at 90° C. for 24 hours. To this was then added further HBr (6 M, 0.50 ml, 3.00 mmol) and the reaction was heated at 90° C. for a further 6 hours. The reaction was cooled to room temperature and concentrated in vacuo. The residue was pur...